Dataset: the Open Reaction Database (ORD), a public repository of structured organic reaction records. Task: describe an organic reaction: reactants, conditions, products, and yield Reactants: CCOC(C)=O, CC(=O)O, O=Cc1ccccc1C=O, Nc1cc(-c2cccc3[nH]ccc23)cc2[nH]ncc12. Product: O=C1c2ccccc2CN1c1cc(-c2cccc3[nH]ccc23)cc2[nH]ncc12. As a reaction SMILES: [CH3:30][CH2:31][O:32][C:33](=[O:34])[CH3:35].[CH3:36][C:37](=[O:38])[OH:39].[c:20]1([CH:28]=[O:29])[c:21]([CH:26]=[O:27])[cH:22][cH:23][cH:24][cH:25]1.[nH:1]1[cH:2][cH:3][c:4]2[c:5](-[c:10]3[cH:11][c:12]([NH2:19])[c:13]4[cH:14][n:15][nH:16][c:17]4[cH:18]3)[cH:6][cH:7][cH:8][c:9]12>>[nH:1]1[cH:2][cH:3][c:4]2[c:5](-[c:10]3[cH:11][c:12]([N:19]4[C:26](=[O:27])[c:21]5[c:20]([cH:25][cH:24][cH:23][cH:22]5)[CH2:28]4)[c:13]4[cH:14][n:15][nH:16][c:17]4[cH:18]3)[cH:6][cH:7][cH:8][c:9]12. Reactants: C1N(CC2C1CNC2)C2=NC(=NC(=C2)C(F)(F)F)N(C)C ([4-(Hexahydro-pyrrolo[3,4-c]pyrrol-2-yl)-6-trifluoromethyl-pyrimidin-2-yl]-dimethyl-amine), FC=1C=CC(=C(C(=O)O)C1)C1=NC=CC=N1 (5-Fluoro-2-pyrimidin-2-yl-benzoic acid). Yields the product FC=1C=CC(=C(C1)C(=O)N1CC2C(C1)CN(C2)C2=NC(=NC(=C2)C(F)(F)F)N(C)C)C2=NC=CC=N2 (4-{5-[(5-Fluoro-2-pyrimidin-2-ylphenyl)carbonyl]hexahydropyrrolo[3,4-c]pyrrol-2(1H)-yl}-N,N-dimethyl-6-(trifluoromethyl)pyrimidin-2-amine). Reaction SMILES: [CH2:1]1[CH:5]2[CH2:6][NH:7][CH2:8][CH:4]2[CH2:3][N:2]1[C:9]1[CH:14]=[C:13]([C:15]([F:18])([F:17])[F:16])[N:12]=[C:11]([N:19]([CH3:21])[CH3:20])[N:10]=1.[F:22][C:23]1[CH:24]=[CH:25][C:26]([C:32]2[N:37]=[CH:36][CH:35]=[CH:34][N:33]=2)=[C:27]([CH:31]=1)[C:28](O)=[O:29]>>[F:22][C:23]1[CH:24]=[CH:25][C:26]([C:32]2[N:33]=[CH:34][CH:35]=[CH:36][N:37]=2)=[C:27]([C:28]([N:7]2[CH2:6][CH:5]3[CH2:1][N:2]([C:9]4[CH:14]=[C:13]([C:15]([F:18])([F:17])[F:16])[N:12]=[C:11]([N:19]([CH3:21])[CH3:20])[N:10]=4)[CH2:3][CH:4]3[CH2:8]2)=[O:29])[CH:31]=1. Procedure: The title compound was prepared in a manner analogous to Example 15 utilizing Intermediate 36 and Intermediate 13. MS (ESI): mass calculated for C24H23F4N7O, 501.49; m/z found 502.0 [M+H]+. 1H NMR (400 MHz, CDCl3): 8.70 (d, J=4.9, 2H), 8.38-8.31 (m, 1H), 7.24-7.17 (m, 1H), 7.14-7.02 (m, 2H), 5.86 (br s, 1H), 4.06-2.78 (m, 16H). Starting materials: CC1(C)OCC(CCO)O1, ClCCl. Product: CC1(C)OCC(CC=O)O1. Reaction SMILES: [CH3:1][C:2]1([CH3:10])[O:3][CH2:4][CH:5]([CH2:7][CH2:8][OH:9])[O:6]1.[Cl:11][CH2:12][Cl:13]>>[CH3:1][C:2]1([CH3:10])[O:3][CH2:4][CH:5]([CH2:7][CH:8]=[O:9])[O:6]1. Reactants: [H-].[Na+] (Sodium hydride), O (water), C(CCC)NS(=O)(=O)C1=CC=CC=C1 (N-Butyl-benzenesulfonamide), ClC1=NC2=C(N1C)C=CC=C2 (2-chloro-N-methyl benzimidazole). The solvent is CN(C)C=O (DMF). Conditions: time 10 minute. Product: C(CCC)N(S(=O)(=O)C1=CC=CC=C1)C1=NC2=C(N1C)C=CC=C2 (N-Butyl-N-(1-methyl-1H-benzimidazol-2-yl)-benzenesulfonamide). RXN SMILES: [H-].[Na+].[CH2:3]([NH:7][S:8]([C:11]1[CH:16]=[CH:15][CH:14]=[CH:13][CH:12]=1)(=[O:10])=[O:9])[CH2:4][CH2:5][CH3:6].Cl[C:18]1[N:22]([CH3:23])[C:21]2[CH:24]=[CH:25][CH:26]=[CH:27][C:20]=2[N:19]=1.O>CN(C=O)C>[CH2:3]([N:7]([C:18]1[N:22]([CH3:23])[C:21]2[CH:24]=[CH:25][CH:26]=[CH:27][C:20]=2[N:19]=1)[S:8]([C:11]1[CH:16]=[CH:15][CH:14]=[CH:13][CH:12]=1)(=[O:10])=[O:9])[CH2:4][CH2:5][CH3:6] |f:0.1|. Reported procedure: Sodium hydride (0.029 g, 0.0012 mol, 1.1 equiv) was suspended in DMF (5 mL). N-Butyl-benzenesulfonamide (0.256 g, 0.222 mL, 0.0012 mol. 1.2 equiv) was then added and stirred at room temperature for 10 minutes. To the resulting mixture was then added the 2-chloro-N-methyl benzimidazole, (0.166 g, 0.001 mol). The resulting mixture was heated to 50° C. and stirred overnight (16 hours). The resulting mixture was then poured into water (15 mL) and stirred for 1 hour. The resulting solution was extrac... Starting materials: [Li]C(C)(C)C, C=CC=C, C=Cc1ccccc1, C1CCCCC1, CCCCC, CN1CCCC1CCCl. The product is [Li]CCC1CCCN1C. RXN SMILES: [C:10]([CH3:11])([CH3:12])([CH3:13])[Li:14].[CH2:15]=[CH:16][CH:17]=[CH2:18].[CH2:19]=[CH:20][c:21]1[cH:22][cH:23][cH:24][cH:25][cH:26]1.[CH2:27]1[CH2:28][CH2:29][CH2:30][CH2:31][CH2:32]1.[CH3:33][CH2:34][CH2:35][CH2:36][CH3:37].[Cl:1][CH2:2][CH2:3][CH:4]1[N:5]([CH3:9])[CH2:6][CH2:7][CH2:8]1>>[CH2:2]([CH2:3][CH:4]1[N:5]([CH3:9])[CH2:6][CH2:7][CH2:8]1)[Li:14]. Reactants: COC(=O)C=C1CN(C(=O)OC(C)(C)C)C1, CCO, N. The product is COC(=O)CC1(N)CN(C(=O)OC(C)(C)C)C1. Reaction SMILES: [C:1]([CH3:2])([CH3:3])([CH3:4])[O:5][C:6](=[O:7])[N:8]1[CH2:9][C:10](=[CH:12][C:13](=[O:14])[O:15][CH3:16])[CH2:11]1.[CH3:18][CH2:19][OH:20].[NH3:17]>>[C:1]([CH3:2])([CH3:3])([CH3:4])[O:5][C:6](=[O:7])[N:8]1[CH2:9][C:10]([CH2:12][C:13](=[O:14])[O:15][CH3:16])([NH2:17])[CH2:11]1.